Dataset: the Open Reaction Database (ORD), a public repository of structured organic reaction records. Task: describe an organic reaction: reactants, conditions, products, and yield The reactants are C1COCCN1, COC(=O)c1cccc(-c2cnc(C(=O)CCc3ccc(-c4ccc(C=O)cc4)cc3)o2)n1, CC(Cl)Cl. Yields the product COC(=O)c1cccc(-c2cnc(C(=O)CCc3ccc(-c4ccc(CN5CCOCC5)cc4)cc3)o2)n1. As a reaction SMILES: [CH2:34]1[CH2:35][O:36][CH2:37][CH2:38][NH:39]1.[CH:1](=[O:2])[c:3]1[cH:4][cH:5][c:6](-[c:9]2[cH:10][cH:11][c:12]([CH2:15][CH2:16][C:17](=[O:18])[c:19]3[o:20][c:21](-[c:24]4[cH:25][cH:26][cH:27][c:28]([C:30](=[O:31])[O:32][CH3:33])[n:29]4)[cH:22][n:23]3)[cH:13][cH:14]2)[cH:7][cH:8]1.[Cl:40][CH:41]([Cl:42])[CH3:43]>>[CH2:1]([c:3]1[cH:4][cH:5][c:6](-[c:9]2[cH:10][cH:11][c:12]([CH2:15][CH2:16][C:17](=[O:18])[c:19]3[o:20][c:21](-[c:24]4[cH:25][cH:26][cH:27][c:28]([C:30](=[O:31])[O:32][CH3:33])[n:29]4)[cH:22][n:23]3)[cH:13][cH:14]2)[cH:7][cH:8]1)[N:39]1[CH2:34][CH2:35][O:36][CH2:37][CH2:38]1.